The task is: describe an organic reaction: reactants, conditions, products, and yield. This data is from the Open Reaction Database (ORD), a public repository of structured organic reaction records. Reactants: OC=1C=CC=2C=3N(C(=NC2C1OC)NC(=O)C=1C=NC=NC1)CCN3 (N-(8-Hydroxy-7-methoxy-2,3-dihydroimidazo[1,2-c]quinazolin-5-yl)pyrimidine-5-carboxamide), OC=1C=CC=2C=3N(C(=NC2C1OC)NC(=O)C=1C=NC=NC1)CCN3 (N-(8-Hydroxy-7-methoxy-2,3-dihydroimidazo[1,2-c]quinazolin-5-yl)pyrimidine-5-carboxamide), C([O-])([O-])=O.[Cs+].[Cs+] (Cesium carbonate), CS(=O)(=O)OCCOCCNC(=O)OC(C)(C)C (2-{2-[(tert-butoxycarbonyl)amino]ethoxy}ethyl methanesulfonate), O (water). Solvent: CN(C=O)C (dimethylformamide). Conditions: temperature 50 celsius, time 8 hour. Product: COC1=C(C=CC=2C=3N(C(=NC12)NC(=O)C=1C=NC=CC1)CCN3)OCCOCCNC(OC(C)(C)C)=O (tert-butyl {2-[2-({7-methoxy-5-[(pyridin-3-ylcarbonyl)amino]-2,3-dihydroimidazo[1,2-c]quinazolin-8-yl}oxy)ethoxy]ethyl}carbamate), solid. Yield: 91.0%. Reaction SMILES: O[C:2]1[CH:3]=[CH:4][C:5]2[C:6]3[N:7]([CH2:23][CH2:24][N:25]=3)[C:8]([NH:14][C:15]([C:17]3[CH:18]=N[CH:20]=[N:21][CH:22]=3)=[O:16])=[N:9][C:10]=2[C:11]=1[O:12][CH3:13].[C:26](=O)([O-])[O-].[Cs+].[Cs+].CS([O:36][CH2:37][CH2:38][O:39][CH2:40][CH2:41][NH:42][C:43]([O:45][C:46]([CH3:49])([CH3:48])[CH3:47])=[O:44])(=O)=O.O>CN(C)C=O>[CH3:13][O:12][C:11]1[C:10]2[N:9]=[C:8]([NH:14][C:15]([C:17]3[CH:22]=[N:21][CH:20]=[CH:26][CH:18]=3)=[O:16])[N:7]3[CH2:23][CH2:24][N:25]=[C:6]3[C:5]=2[CH:4]=[CH:3][C:2]=1[O:36][CH2:37][CH2:38][O:39][CH2:40][CH2:41][NH:42][C:43](=[O:44])[O:45][C:46]([CH3:49])([CH3:48])[CH3:47] |f:1.2.3|. Procedure details: N-(8-Hydroxy-7-methoxy-2,3-dihydroimidazo[1,2-c]quinazolin-5-yl)pyrimidine-5-carboxamide (Intermediate B, 4.2 g, 7.4 mmol) was diluted in dimethylformamide (75 mL). Cesium carbonate (12.1 g, 37.1 mmol) was added, followed by 2-{2-[(tert-butoxycarbonyl)amino]ethoxy}ethyl methanesulfonate (Step 2, 5.26 g, 18.6 mmol). The mixture was stirred at 50° C. overnight. After cooling to rt, water was added and the mixture was cooled to 0° C. for 30 min. The product was isolated by vacuum filtration, washin...